Dataset: the Open Reaction Database (ORD), a public repository of structured organic reaction records. Task: describe an organic reaction: reactants, conditions, products, and yield The reactants are OC(CCC1SCC(N1CCCCCCC(=O)O)=O)CCCCC (7-[2-(3-hydroxyoctyl)-4-oxo-3-thiazolidinyl]heptanoic acid), C(C)(=O)OC(C)=O (acetic anhydride). The solvent is C(C)(=O)OCC (ethyl acetate). Reaction conditions: temperature 60 celsius. Yields the product C(C)(=O)OC(CCC1SCC(N1CCCCCCC(=O)O)=O)CCCCC (7-[2-(3-Acetyloxyoctyl)-4-oxo-3-thiazolidinyl]heptanoic Acid). As a reaction SMILES: [OH:1][CH:2]([CH2:20][CH2:21][CH2:22][CH2:23][CH3:24])[CH2:3][CH2:4][CH:5]1[N:9]([CH2:10][CH2:11][CH2:12][CH2:13][CH2:14][CH2:15][C:16]([OH:18])=[O:17])[C:8](=[O:19])[CH2:7][S:6]1.[C:25](OC(=O)C)(=[O:27])[CH3:26]>C(OCC)(=O)C>[C:25]([O:1][CH:2]([CH2:20][CH2:21][CH2:22][CH2:23][CH3:24])[CH2:3][CH2:4][CH:5]1[N:9]([CH2:10][CH2:11][CH2:12][CH2:13][CH2:14][CH2:15][C:16]([OH:18])=[O:17])[C:8](=[O:19])[CH2:7][S:6]1)(=[O:27])[CH3:26]. Procedure details: A mixture of 7-[2-(3-hydroxyoctyl)-4-oxo-3-thiazolidinyl]heptanoic acid (9.0 g., 0.025 mole) and acetic anhydride (6.1 g., 0.06 mole) is heated at 60° C. for 18 hours. The resulting mixture is cooled to room temperature and dissolved in ethyl acetate providing a clear solution which is extracted with an ice-cold solution of sodium hydroxide (8 g.) in water (150 ml.). The basic solution is quickly separated and acidified with concentrated hydrochloric acid. The oily acid which separates is extrac... Starting materials: CC(C)(C)OC(=O)N1CC2CC1CN2, Clc1cc(I)cnc1Cl. Yields the product CC(C)(C)OC(=O)N1CC2CC1CN2c1cnc(Cl)c(Cl)c1. As a reaction SMILES: [CH:1]12[N:2]([C:8](=[O:9])[O:10][C:11]([CH3:12])([CH3:13])[CH3:14])[CH2:3][CH:4]([NH:5][CH2:6]1)[CH2:7]2.[Cl:15][c:16]1[n:17][cH:18][c:19]([I:23])[cH:20][c:21]1[Cl:22]>>[CH:1]12[N:2]([C:8](=[O:9])[O:10][C:11]([CH3:12])([CH3:13])[CH3:14])[CH2:3][CH:4]([N:5]([c:19]3[cH:18][n:17][c:16]([Cl:15])[c:21]([Cl:22])[cH:20]3)[CH2:6]1)[CH2:7]2. Starting materials: CSC, COC(=O)C=CC(O[Si](C)(C)C(C)(C)C)C(C)(C)COS(=O)(=O)CCCCl, ClCCl, O=[O+][O-], O. Yields the product CC(C)(COS(=O)(=O)CCCCl)C(C=O)O[Si](C)(C)C(C)(C)C. As a reaction SMILES: [CH3:32][S:33][CH3:34].[Cl:1][CH2:2][CH2:3][CH2:4][S:5](=[O:6])(=[O:7])[O:8][CH2:9][C:10]([CH:11]([CH:12]=[CH:13][C:14]([O:15][CH3:16])=[O:17])[O:18][Si:19]([C:20]([CH3:21])([CH3:22])[CH3:23])([CH3:24])[CH3:25])([CH3:26])[CH3:27].[Cl:35][CH2:36][Cl:37].[O-:29][O+:30]=[O:31].[O:28]>>[Cl:1][CH2:2][CH2:3][CH2:4][S:5](=[O:6])(=[O:7])[O:8][CH2:9][C:10]([CH:11]([CH:12]=[O:29])[O:18][Si:19]([C:20]([CH3:21])([CH3:22])[CH3:23])([CH3:24])[CH3:25])([CH3:26])[CH3:27]. Starting materials: ClC=1C(=NC2=CC=C(C=C2N1)C(=O)OC)C1=CC=C(C=C1)F (methyl 3-chloro-2-(4-fluorophenyl)quinoxaline-6-carboxylate), CCN(C(C)C)C(C)C (DIEA), C(C(C)C)NC (isobutyl(methyl)amine). Solvent: CS(=O)C (DMSO), O (water). Run at temperature 70 celsius, time 8 hour. Product: FC1=CC=C(C=C1)C1=NC2=CC=C(C=C2N=C1N(C)CC(C)C)C(=O)OC (methyl 2-(4-fluorophenyl)-3-(isobutyl(methyl)amino)quinoxaline-6-carboxylate). The yield is 68.0%. Reaction SMILES: Cl[C:2]1[C:3]([C:16]2[CH:21]=[CH:20][C:19]([F:22])=[CH:18][CH:17]=2)=[N:4][C:5]2[C:10]([N:11]=1)=[CH:9][C:8]([C:12]([O:14][CH3:15])=[O:13])=[CH:7][CH:6]=2.CCN(C(C)C)C(C)C.[CH2:32]([NH:36][CH3:37])[CH:33]([CH3:35])[CH3:34]>CS(C)=O.O>[F:22][C:19]1[CH:20]=[CH:21][C:16]([C:3]2[C:2]([N:36]([CH2:32][CH:33]([CH3:35])[CH3:34])[CH3:37])=[N:11][C:10]3[C:5](=[CH:6][CH:7]=[C:8]([C:12]([O:14][CH3:15])=[O:13])[CH:9]=3)[N:4]=2)=[CH:17][CH:18]=1. Reported procedure: To a solution of methyl 3-chloro-2-(4-fluorophenyl)quinoxaline-6-carboxylate (100 mg, 0.32 mmol) in DMSO (3 mL) was added DIEA (81.5 mg, 0.63 mmol) and isobutyl(methyl)amine (41 mg, 0.47 mmol), and the reaction was stirred overnight at 70° C. in an oil bath. The reaction mixture was cooled to room temperature, diluted with water (50 mL), and extracted with ethyl acetate (3×20 mL). The organic layers were combined, dried over magnesium sulfate, and concentrated in vacuo to give the residue, which... Reactants: FC(C(=O)O)(F)F.NC=1C=C2C=C(NC2=CC1)C(=O)NCC1=C(C(=C(C=C1)Cl)OC1=CC(=CC(=C1)C#N)Cl)F (5-Amino-N-({4-chloro-3-[(3-chloro-5-cyanophenyl)oxy]-2-fluorophenyl}methyl)-1H-indole-2-carboxamide trifluoroacetate), CC(C)(C)OC(=O)NCCC(=O)O (N-{[(1,1-dimethylethyl)oxy]carbonyl}-β-alanine), CCN(C(C)C)C(C)C (DIPEA), O=C1OCCN1P(=O)(N1C(OCC1)=O)Cl (bis(2-oxo-3-oxazolidinyl)phosphinic chloride). Reported procedure: 5-Amino-N-({4-chloro-3-[(3-chloro-5-cyanophenyl)oxy]-2-fluorophenyl}methyl)-1H-indole-2-carboxamide trifluoroacetate (0.100 g, 0.213 mmol) was treated with N-{[(1,1-dimethylethyl)oxy]carbonyl}-β-alanine (0.040 g, 0.213 mmol), DIPEA (0.19 mL, 1.07 mmol) and bis(2-oxo-3-oxazolidinyl)phosphinic chloride (0.163 g, 0.639 mmol) in a similar manner as in the general procedure described herein to afford crude 1,1-dimethylethyl {3-[(2-{[({4-chloro-3-[(3-chloro-5-cyanophenyl)oxy]-2-fluorophenyl}methyl)ami... The product is ClC1=C(C(=C(C=C1)CNC(=O)C=1NC2=CC=C(C=C2C1)NC(CCNC(OC(C)(C)C)=O)=O)F)OC1=CC(=CC(=C1)C#N)Cl (1,1-dimethylethyl {3-[(2-{[({4-chloro-3-[(3-chloro-5-cyanophenyl)oxy]-2-fluorophenyl}methyl)amino]carbonyl}-1H-indol-5-yl)amino]-3-oxopropyl}carbamate). Reaction SMILES: FC(F)(F)C(O)=O.[NH2:8][C:9]1[CH:10]=[C:11]2[C:15](=[CH:16][CH:17]=1)[NH:14][C:13]([C:18]([NH:20][CH2:21][C:22]1[CH:27]=[CH:26][C:25]([Cl:28])=[C:24]([O:29][C:30]3[CH:35]=[C:34]([C:36]#[N:37])[CH:33]=[C:32]([Cl:38])[CH:31]=3)[C:23]=1[F:39])=[O:19])=[CH:12]2.[CH3:40][C:41]([O:44][C:45]([NH:47][CH2:48][CH2:49][C:50](O)=[O:51])=[O:46])([CH3:43])[CH3:42].CCN(C(C)C)C(C)C.O=C1N(P(Cl)(N2CCOC2=O)=O)CCO1>>[Cl:28][C:25]1[CH:26]=[CH:27][C:22]([CH2:21][NH:20][C:18]([C:13]2[NH:14][C:15]3[C:11]([CH:12]=2)=[CH:10][C:9]([NH:8][C:50](=[O:51])[CH2:49][CH2:48][NH:47][C:45](=[O:46])[O:44][C:41]([CH3:40])([CH3:42])[CH3:43])=[CH:17][CH:16]=3)=[O:19])=[C:23]([F:39])[C:24]=1[O:29][C:30]1[CH:35]=[C:34]([C:36]#[N:37])[CH:33]=[C:32]([Cl:38])[CH:31]=1 |f:0.1|. Reactants: O (water), [H-].[Na+] (sodium hydride), ON=CC1=NC2=CC=C(C=C2C(=N1)NCC1=CC2=C(C=C1)OCO2)Cl (2-hydroxyiminomethyl-4-(3,4-methylenedioxybenzyl)amino-6-chloroquinazoline), BrCC(=O)OCC (ethyl bromoacetate). The solvent is CN(C=O)C (dimethylformamide). Conditions: time 30 minute. Product: C(C)OC(=O)CON=CC1=NC2=CC=C(C=C2C(=N1)NCC1=CC2=C(C=C1)OCO2)Cl (2-Ethoxycarbonylmethoxyiminomethyl-4-(3,4-methylenedioxybenzyl)amino-6-chloroquinazoline). Yield: 83.9%. As a reaction SMILES: [H-].[Na+].[OH:3][N:4]=[CH:5][C:6]1[N:15]=[C:14]([NH:16][CH2:17][C:18]2[CH:23]=[CH:22][C:21]3[O:24][CH2:25][O:26][C:20]=3[CH:19]=2)[C:13]2[C:8](=[CH:9][CH:10]=[C:11]([Cl:27])[CH:12]=2)[N:7]=1.Br[CH2:29][C:30]([O:32][CH2:33][CH3:34])=[O:31].O>CN(C)C=O>[CH2:33]([O:32][C:30]([CH2:29][O:3][N:4]=[CH:5][C:6]1[N:15]=[C:14]([NH:16][CH2:17][C:18]2[CH:23]=[CH:22][C:21]3[O:24][CH2:25][O:26][C:20]=3[CH:19]=2)[C:13]2[C:8](=[CH:9][CH:10]=[C:11]([Cl:27])[CH:12]=2)[N:7]=1)=[O:31])[CH3:34] |f:0.1|. Procedure details: 0.10 g (2.5 mmol) of sodium hydride was added to a suspension of 0.50 g (1.4 mmol) of 2-hydroxyiminomethyl-4-(3,4-methylenedioxybenzyl)amino-6-chloroquinazoline in 25 ml of dimethylformamide. The obtained mixture was stirred. After 30 minutes, 25 ml (2.3 mmol) of ethyl bromoacetate was dropped into the mixture. The mixture thus obtained was stirred at room temperature for several hours, followed by the addition of water. The obtained mixture was extracted with ethyl acetate. The organic layer wa... The reactants are C(#N)C1=CC=C2C(=NNC2=C1)/C=C/C1=CC=C(C(=O)OC)C=C1 ((E)-methyl 4-(2-(6-cyano-1H-indazol-3-yl)vinyl)benzoate), CC(=O)O.N1=CC=CC=C1.CN(C)C=O (HOAc pyridine DMF), NaH2PO2. The reagents and catalysts are [Ni] (Raney-Nickel). Solvent: CCOC(=O)C (EtOAc), O (H2O). Reaction conditions: temperature 55 celsius. Yields the product C(=O)C1=CC=C2C(=NNC2=C1)/C=C/C1=CC=C(C(=O)OC)C=C1 ((E)-methyl 4-(2-(6-formyl-1H-indazol-3-yl)vinyl)benzoate). The yield is 39.0%. RXN SMILES: [C:1]([C:3]1[CH:11]=[C:10]2[C:6]([C:7](/[CH:12]=[CH:13]/[C:14]3[CH:23]=[CH:22][C:17]([C:18]([O:20][CH3:21])=[O:19])=[CH:16][CH:15]=3)=[N:8][NH:9]2)=[CH:5][CH:4]=1)#N.CC(O)=[O:26].N1C=CC=CC=1.CN(C=O)C>O.CCOC(C)=O.[Ni]>[CH:1]([C:3]1[CH:11]=[C:10]2[C:6]([C:7](/[CH:12]=[CH:13]/[C:14]3[CH:23]=[CH:22][C:17]([C:18]([O:20][CH3:21])=[O:19])=[CH:16][CH:15]=3)=[N:8][NH:9]2)=[CH:5][CH:4]=1)=[O:26] |f:1.2.3|. Procedure: To a mixture of (E)-methyl 4-(2-(6-cyano-1H-indazol-3-yl)vinyl)benzoate (606 mg, 2 mmol) in HOAc/pyridine/DMF (4 mL/8 mL/6 mL) was added a solution of NaH2PO2 (704 mg, 8 mmol) in H2O (4 mL), followed by Raney-Nickel 2400 (slurry in H2O, 0.4 mL). The resulting mixture was heated for 1 h at 55° C. (oil temp.). After cooling to rt, it was diluted with EtOAc (80 mL) and washed with H2O (30 mL). Aqueous layer was extracted with EtOAc (50 mL). Combined organic layers were washed with 2 N HCl (20 mL), ... Yields the product O=C(O)c1ccc(S(=O)(=O)Nc2ncns2)c(F)c1. The reactants are C1CCOC1, C[Si](C)(C)[N-][Si](C)(C)C, COc1ccc(CNc2ncns2)c(OC)c1, O=C(O)c1ccc(S(=O)(=O)Cl)c(F)c1, [Li+]. Reaction SMILES: [CH2:42]1[O:43][CH2:44][CH2:45][CH2:46]1.[CH3:19][Si:20]([N-:21][Si:22]([CH3:23])([CH3:24])[CH3:25])([CH3:26])[CH3:27].[CH3:1][O:2][c:3]1[cH:4][c:5]([O:12][CH3:13])[cH:14][cH:15][c:16]1[CH2:17][NH:6][c:7]1[n:8][cH:9][n:10][s:11]1.[Cl:28][S:29](=[O:30])(=[O:31])[c:32]1[c:33]([F:41])[cH:34][c:35]([C:36](=[O:37])[OH:38])[cH:39][cH:40]1.[Li+:18]>>[NH:6]([c:7]1[n:8][cH:9][n:10][s:11]1)[S:29](=[O:30])(=[O:31])[c:32]1[c:33]([F:41])[cH:34][c:35]([C:36](=[O:37])[OH:38])[cH:39][cH:40]1. Reaction SMILES: C[O:2][C:3]([C:5]1[S:9][C:8]([N:10]2[CH2:15][CH2:14][N:13]([S:16]([C:19]3[CH:24]=[CH:23][C:22]([C:25]4[CH:30]=[CH:29][CH:28]=[CH:27][CH:26]=4)=[CH:21][CH:20]=3)(=[O:18])=[O:17])[CH2:12][CH2:11]2)=[N:7][CH:6]=1)=O.Cl.[NH2:32][OH:33].C[O-].[Na+].CO.Cl>O1CCOCC1>[OH:33][NH:32][C:3]([C:5]1[S:9][C:8]([N:10]2[CH2:11][CH2:12][N:13]([S:16]([C:19]3[CH:24]=[CH:23][C:22]([C:25]4[CH:26]=[CH:27][CH:28]=[CH:29][CH:30]=4)=[CH:21][CH:20]=3)(=[O:18])=[O:17])[CH2:14][CH2:15]2)=[N:7][CH:6]=1)=[O:2] |f:1.2,3.4|. The reactants are CO (methanol), Cl (HCl), COC(=O)C1=CN=C(S1)N1CCN(CC1)S(=O)(=O)C1=CC=C(C=C1)C1=CC=CC=C1 (4-(biphenyl-4-sulfonyl)-piperazin-1-yl-thiazole-5-carboxylic acid methyl ester), Cl.NO (hydroxylamine hydrochloride), C[O-].[Na+] (sodium methoxide). Yields the product ONC(=O)C1=CN=C(S1)N1CCN(CC1)S(=O)(=O)C1=CC=C(C=C1)C1=CC=CC=C1 (2-[4-(biphenyl-4-sulfonyl)-piperazin-1-yl]-thiazole-5-carboxylic acid hydroxyamide). Procedure details: To a solution of compound 12j (125 mg, 0.281 mmol) in 1,4-dioxane (2 mL) were added hydroxylamine hydrochloride (194 mg, 2.80 mmol) and a freshly prepared solution of sodium methoxide in methanol (96 mg, 4.20 mmol of sodium dissolved in 1 mL of methanol) under a N2 atmosphere. The reaction mixture was stirred at room temperature for 2 h. The reaction mixture was acidified to pH˜6 with 1M HCl and the formed precipitates were filtered off. The filtrate was diluted with ethyl acetate (5 mL) and wat... Run at time 2 hour. Solvent: O1CCOCC1 (1,4-dioxane). Isolated yield 7.2%. Product: CN1CCN(C2CCC(n3nc(-c4cnc(Oc5ccccc5)nc4)c4c(N)ncnc43)CC2)CC1. The reactants are COCCOC, CN1CCN(C2CCC(n3nc(I)c4c(N)ncnc43)CC2)CC1, [Na+], [Na+], O=C([O-])[O-], CC1(C)OB(c2cnc(Oc3ccccc3)nc2)OC1(C)C, O. As a reaction SMILES: [CH3:53][O:54][CH2:55][CH2:56][O:57][CH3:58].[I:1][c:2]1[n:3][n:4]([CH:12]2[CH2:13][CH2:14][CH:15]([N:18]3[CH2:19][CH2:20][N:21]([CH3:24])[CH2:22][CH2:23]3)[CH2:16][CH2:17]2)[c:5]2[n:6][cH:7][n:8][c:9]([NH2:11])[c:10]12.[Na+:47].[Na+:48].[O-:49][C:50](=[O:51])[O-:52].[O:25]([c:26]1[cH:27][cH:28][cH:29][cH:30][cH:31]1)[c:32]1[n:33][cH:34][c:35]([B:38]2[O:39][C:40]([CH3:41])([CH3:42])[C:43]([CH3:44])([CH3:45])[O:46]2)[cH:36][n:37]1.[OH2:59]>>[c:2]1(-[c:35]2[cH:34][n:33][c:32]([O:25][c:26]3[cH:27][cH:28][cH:29][cH:30][cH:31]3)[n:37][cH:36]2)[n:3][n:4]([CH:12]2[CH2:13][CH2:14][CH:15]([N:18]3[CH2:19][CH2:20][N:21]([CH3:24])[CH2:22][CH2:23]3)[CH2:16][CH2:17]2)[c:5]2[n:6][cH:7][n:8][c:9]([NH2:11])[c:10]12.